Dataset: the Open Reaction Database (ORD), a public repository of structured organic reaction records. Task: describe an organic reaction: reactants, conditions, products, and yield Starting materials: CN(CCOCCN(C)C)C (bis(2-dimethylaminoethyl)ether), C(C)(C)[Mg]Cl (isopropylmagnesium chloride), N#N (N2), Cl (hydrochloric acid), ice, resultant mixture, [N+](=O)([O-])C1=C(C=CC2=CC=CC=C12)C=O (1-nitro-2-naphthaldehyde), IC=1C=C(C#N)C=CC1 (3-iodobenzonitrile). Solvent: C1CCOC1 (THF), C1CCOC1 (THF). Reaction conditions: time 20 minute. The product is OC(C=1C=C(C#N)C=CC1)C1=C(C2=CC=CC=C2C=C1)[N+](=O)[O-] (3-[Hydroxy(1-nitronaphthalen-2-yl)methyl]benzonitrile). Yield: 97.0%. As a reaction SMILES: CN(C)CCOCCN(C)C.C([Mg]Cl)(C)C.N#N.I[C:20]1[CH:21]=[C:22]([CH:25]=[CH:26][CH:27]=1)[C:23]#[N:24].[N+:28]([C:31]1[C:40]2[C:35](=[CH:36][CH:37]=[CH:38][CH:39]=2)[CH:34]=[CH:33][C:32]=1[CH:41]=[O:42])([O-:30])=[O:29].Cl>C1COCC1>[OH:42][CH:41]([C:32]1[CH:33]=[CH:34][C:35]2[C:40](=[CH:39][CH:38]=[CH:37][CH:36]=2)[C:31]=1[N+:28]([O-:30])=[O:29])[C:20]1[CH:21]=[C:22]([CH:25]=[CH:26][CH:27]=1)[C:23]#[N:24]. Procedure: To a solution of bis(2-dimethylaminoethyl)ether (5.62 mL, 29.8 mmol) in THF (125 mL) was added a solution of 2M isopropylmagnesium chloride in THF (14.9 mL, 29.8 mmol) dropwise under N2 atmosphere at room temperature, and stirred for 20 min. To the mixture was added 3-iodobenzonitrile (5.69 g, 24.9 mmol), and stirred for 30 min. To an ice-cold solution of the resultant mixture was added 1-nitro-2-naphthaldehyde, and stirred at room temperature for 1 hour. To the reaction mixture was poured 1M hy... Reactants: OC1(CCN(CC1)CC=1C=NC=C(C1)C1=CC=C(C=C1)F)C1=CC=CC=C1 (3-(4-hydroxy-4-phenyl-1-piperidyl-methyl)-5-p-fluorophenyl-pyridine). The solvent is Cl (hydrochloric acid). Product: C1(=CC=CC=C1)C=1CCN(CC1)CC=1C=NC=C(C1)C1=CC=C(C=C1)F (3-(4-phenyl-1,2,3, 6-tetrahydropyridyl-methyl)-5-p-fluorophenyl-pyridine). RXN SMILES: O[C:2]1([C:22]2[CH:27]=[CH:26][CH:25]=[CH:24][CH:23]=2)[CH2:7][CH2:6][N:5]([CH2:8][C:9]2[CH:10]=[N:11][CH:12]=[C:13]([C:15]3[CH:20]=[CH:19][C:18]([F:21])=[CH:17][CH:16]=3)[CH:14]=2)[CH2:4][CH2:3]1>Cl>[C:22]1([C:2]2[CH2:7][CH2:6][N:5]([CH2:8][C:9]3[CH:10]=[N:11][CH:12]=[C:13]([C:15]4[CH:16]=[CH:17][C:18]([F:21])=[CH:19][CH:20]=4)[CH:14]=3)[CH2:4][CH:3]=2)[CH:27]=[CH:26][CH:25]=[CH:24][CH:23]=1. Procedure: 3.62 g of 3-(4-hydroxy-4-phenyl-1-piperidyl-methyl)-5-p-fluorophenyl-pyridine (obtainable by reaction of 3-bromomethyl-5-p-fluorophenyl-pyridine with 4-piperidone, subsequent reaction with C6H5Li and hydrolysis) are heated at 50° with 40 ml of 1 N hydrochloric acid for 2 hours and the mixture is worked up in the customary manner to give 3-(4-phenyl-1,2,3, 6-tetrahydropyridyl-methyl)-5-p-fluorophenyl-pyridine, melting point: 128°-129°. Reactants: Cc1nc2sccn2c1C(=O)NCC1NCC2CC(C)CC21, Nc1nc(C(=O)O)c(-c2ccccc2)s1. Yields the product Cc1nc2sccn2c1C(=O)NCC1C2CC(C)CC2CN1C(=O)c1nc(N)sc1-c1ccccc1. RXN SMILES: [CH3:1][CH:2]1[CH2:3][CH:4]2[CH2:5][NH:6][CH:7]([CH2:10][NH:11][C:12](=[O:13])[c:14]3[c:15]([CH3:22])[n:16][c:17]4[s:18][cH:19][cH:20][n:21]34)[CH:8]2[CH2:9]1.[NH2:23][c:24]1[s:25][c:26](-[c:32]2[cH:33][cH:34][cH:35][cH:36][cH:37]2)[c:27]([C:29](=[O:30])[OH:31])[n:28]1>>[CH3:1][CH:2]1[CH2:3][CH:4]2[CH2:5][N:6]([C:29]([c:27]3[c:26](-[c:32]4[cH:33][cH:34][cH:35][cH:36][cH:37]4)[s:25][c:24]([NH2:23])[n:28]3)=[O:30])[CH:7]([CH2:10][NH:11][C:12](=[O:13])[c:14]3[c:15]([CH3:22])[n:16][c:17]4[s:18][cH:19][cH:20][n:21]34)[CH:8]2[CH2:9]1. The reactants are ( 36 ), FC(C=1C=C2NC(C(NC2=CC1)=O)=O)(F)F (6-Trifluoromethyl-1,4-dihydro-2,3-quinoxalinedione), [N+](=O)([O-])[O-].[K+] (KNO3), ice H2O, C9H4N3O4F3. The solvent is OS(=O)(=O)O (H2SO4). Run at temperature 0 celsius. The product is FC(C=1C=C2NC(C(NC2=CC1[N+](=O)[O-])=O)=O)(F)F (6-Trifluoromethyl-7-nitro-1,4-dihydro-2,3-quinoxalinedione). Yield: 50.6%. As a reaction SMILES: [F:1][C:2]([F:16])([F:15])[C:3]1[CH:4]=[C:5]2[C:10](=[CH:11][CH:12]=1)[NH:9][C:8](=[O:13])[C:7](=[O:14])[NH:6]2.[N+:17]([O-])([O-:19])=[O:18].[K+]>OS(O)(=O)=O>[F:16][C:2]([F:1])([F:15])[C:3]1[CH:4]=[C:5]2[C:10](=[CH:11][C:12]=1[N+:17]([O-:19])=[O:18])[NH:9][C:8](=[O:13])[C:7](=[O:14])[NH:6]2 |f:1.2|. Procedure: The title compound was prepared using an adaptation of the method of Cheeseman (Cheeseman, G. W. H., J. Chem. Soc. 1171 (1962)). 6-Trifluoromethyl-1,4-dihydro-2,3-quinoxalinedione (200 mg, 0.869 mmol) was dissolved in 8 mL of concentrated H2SO4 and the yellow-green solution was cooled to 0° C. with stirring. To this was added in small portions KNO3 (87.8 mg, 1.10 mmol). The reaction was allowed to stir 1 h at 0° C. and then was allowed to come to room temperature and stir overnight. The brown-or... Starting materials: ClC1=C2C3=CC(CCC3(CC2=CC(=C1Cl)OCC(=O)O)CC)=O ([(5,6-Dichloro-9a-ethyl-3-oxo-1,2,9,9a-tetrahydro-3H-fluoren-7-yl)oxy]acetic acid), C([O-])([O-])=O.[K+].[K+] (potassium carbonate), BrCC(=O)OCC1=CC=CC=C1 (benzyl bromoacetate). Run in CN(C=O)C (dimethylformamide). Reaction conditions: temperature 80 celsius. The product is ClC1=C2C3=CC(CCC3(CC2=CC(=C1Cl)OCC(=O)OCC(=O)OCC1=CC=CC=C1)CC)=O (Benzyloxycarbonylmethyl [(5,6-dichloro-9a-ethyl-3-oxo-1,2,9,9a-tetrahydro-3H-fluoren-7-yl)oxy]acetate). As a reaction SMILES: [Cl:1][C:2]1[C:14]([Cl:15])=[C:13]([O:16][CH2:17][C:18]([OH:20])=[O:19])[CH:12]=[C:11]2[C:3]=1[C:4]1[C:9]([CH2:21][CH3:22])([CH2:10]2)[CH2:8][CH2:7][C:6](=[O:23])[CH:5]=1.C(=O)([O-])[O-].[K+].[K+].Br[CH2:31][C:32]([O:34][CH2:35][C:36]1[CH:41]=[CH:40][CH:39]=[CH:38][CH:37]=1)=[O:33]>CN(C)C=O>[Cl:1][C:2]1[C:14]([Cl:15])=[C:13]([O:16][CH2:17][C:18]([O:20][CH2:31][C:32]([O:34][CH2:35][C:36]2[CH:41]=[CH:40][CH:39]=[CH:38][CH:37]=2)=[O:33])=[O:19])[CH:12]=[C:11]2[C:3]=1[C:4]1[C:9]([CH2:21][CH3:22])([CH2:10]2)[CH2:8][CH2:7][C:6](=[O:23])[CH:5]=1 |f:1.2.3|. Procedure details: A mixture containing [(5,6-dichloro-9a-ethyl-3-oxo-1,2,9,9a-tetrahydro-3H-fluoren-7-yl)oxy]acetic acid (Example 20, Step D) (1.07 g, 0.003 mole), potassium carbonate (0.41 g, 0.003 mole) and benzyl bromoacetate (0.69 g, 0.003 mole) in dimethylformamide (35 ml) is heated at 80° C. for two hours. Then this mixture is filtered and the filtrate is concentrated in vacuo. The residue is dissolved in methylene chloride, washed with aqueous sodium bicarbonate and than water, dried over anhydrous magnesi... Starting materials: C1=CC=NC=C1.F (Pyridinium poly(hydrogen fluoride)), ClC=1CC2=C(C(=O)OC2=O)CC1 (4-chloro-3,6-dihydrophthalic anhydride), BrN1C(CCC1=O)=O (N-bromosuccinimide), C([O-])([O-])=O.[Na+].[Na+] (sodium carbonate). Solvent: C(Cl)Cl (methylene chloride). Conditions: time 3.25 hour. Yields the product BrC1C(CC2=C(C(=O)OC2=O)C1)(F)Cl (5Bromo-4-chloro-4-fluoro-3,4,5,6-tetrahydrophthalic anhydride). As a reaction SMILES: C1C=CN=CC=1.[FH:7].[Cl:8][C:9]1[CH2:10][C:11]2[C:16](=[O:17])[O:15][C:13](=[O:14])[C:12]=2[CH2:18][CH:19]=1.[Br:20]N1C(=O)CCC1=O.C(=O)([O-])[O-].[Na+].[Na+]>C(Cl)Cl>[Br:20][CH:19]1[CH2:18][C:12]2[C:13]([O:15][C:16](=[O:17])[C:11]=2[CH2:10][C:9]1([Cl:8])[F:7])=[O:14] |f:0.1,4.5.6|. Reported procedure: Pyridinium poly(hydrogen fluoride) was added to a solid mixture of 4-chloro-3,6-dihydrophthalic anhydride (0.22 g) and N-bromosuccinimide (0.21 g) at room temperature. The reaction mixture was stirred for 3.25 hours and then carefully poured into a two phase system containing saturated sodium carbonate and methylene chloride. The methylene chloride layer was dried over magnesium sulfate and the solvent removed under reduced pressure. The residue was analyzed by NMR and GC-MS and contained 5-brom... Starting materials: N1=C(C=NC=C1)NC(=S)N (Pyrazin-2-yl-thiourea), BrC(C(C)=O)C1=CC(=C(C=C1)S(=O)(=O)N)Cl (4-(1-bromo-2-oxo-propyl)-2-chloro-benzenesulfonamide). Solvent: C(C)O (ethanol). Reaction conditions: temperature 60 celsius. Product: ClC1=C(C=CC(=C1)C1=C(N=C(S1)NC1=NC=CN=C1)C)S(=O)(=O)N (2-Chloro-4-[4-methyl-2-(pyrazin-2-ylamino)-thiazol-5-yl]-benzenesulfonamide). As a reaction SMILES: [N:1]1[CH:6]=[CH:5][N:4]=[CH:3][C:2]=1[NH:7][C:8]([NH2:10])=[S:9].Br[CH:12]([C:16]1[CH:21]=[CH:20][C:19]([S:22]([NH2:25])(=[O:24])=[O:23])=[C:18]([Cl:26])[CH:17]=1)[C:13](=O)[CH3:14]>C(O)C>[Cl:26][C:18]1[CH:17]=[C:16]([C:12]2[S:9][C:8]([NH:7][C:2]3[CH:3]=[N:4][CH:5]=[CH:6][N:1]=3)=[N:10][C:13]=2[CH3:14])[CH:21]=[CH:20][C:19]=1[S:22]([NH2:25])(=[O:24])=[O:23]. Procedure details: Pyrazin-2-yl-thiourea (Example 1a) (0.047 g, 0.31 mmol) is added to a stirred solution of 4-(1-bromo-2-oxo-propyl)-2-chloro-benzenesulfonamide (0.10 g, 0.31 mmol) in ethanol (5 ml). The solution is heated at 60° C. for 3 hours. The mixture is filtered to remove the precipitate which is washed with methanol and dried. (0.055 g). The reactants are [BH4-], CO, O=Cc1ccccc1Oc1ccc(Cl)nc1, [Na+]. The product is OCc1ccccc1Oc1ccc(Cl)nc1. Reaction SMILES: [BH4-:17].[CH3:19][OH:20].[Cl:1][c:2]1[cH:3][cH:4][c:5]([O:8][c:9]2[c:10]([CH:11]=[O:12])[cH:13][cH:14][cH:15][cH:16]2)[cH:6][n:7]1.[Na+:18]>>[Cl:1][c:2]1[cH:3][cH:4][c:5]([O:8][c:9]2[c:10]([CH2:11][OH:12])[cH:13][cH:14][cH:15][cH:16]2)[cH:6][n:7]1. The reactants are O(C1=CC=CC=C1)C1=C(SC=C1)C=O (3-phenoxythiophen-2-carboxaldehyde), C1(=CC=CC=C1)S(=O)(=O)CC#N (phenylsulfonylacetonitrile). The product is O(C1=CC=CC=C1)C1=C(SC=C1)/C=C(\C#N)/S(=O)(=O)C1=CC=CC=C1 ((E)-3-(3-phenoxythien-2-yl)-2-(phenylsulfonyl)acrylonitrile). As a reaction SMILES: [O:1]([C:8]1[CH:12]=[CH:11][S:10][C:9]=1[CH:13]=O)[C:2]1[CH:7]=[CH:6][CH:5]=[CH:4][CH:3]=1.[C:15]1([S:21]([CH2:24][C:25]#[N:26])(=[O:23])=[O:22])[CH:20]=[CH:19][CH:18]=[CH:17][CH:16]=1>>[O:1]([C:8]1[CH:12]=[CH:11][S:10][C:9]=1/[CH:13]=[C:24](/[S:21]([C:15]1[CH:20]=[CH:19][CH:18]=[CH:17][CH:16]=1)(=[O:22])=[O:23])\[C:25]#[N:26])[C:2]1[CH:7]=[CH:6][CH:5]=[CH:4][CH:3]=1. Procedure: Reaction of 3-phenoxythiophen-2-carboxaldehyde and phenylsulfonylacetonitrile as in Example 1 gave (E)-3-(3-phenoxythien-2-yl)-2-(phenylsulfonyl)acrylonitrile. The reactants are COCCOCCl (2-methoxyethoxymethyl chloride), 7(a), CC1(OCC(O1)CO)C ((4RS)-2,2-dimethyl 1.3-dioxolane-4-methanol), [H-].[Na+] (sodium hydride), O (water). Solvent: O1CCCC1 (tetrahydrofuran), O1CCCC1 (tetrahydrofuran), O1CCCC1 (tetrahydrofuran). Run at time 3 hour. The product is CC1(OCC(O1)COCOCCOC)C ((4RS)-2,2-dimethyl-4-(2-methoxyethoxy)methoxymethyl-1,3-dioxolane). Yield: 83.0%. RXN SMILES: [CH3:1][C:2]1([CH3:9])[O:6][CH:5]([CH2:7][OH:8])[CH2:4][O:3]1.[H-].[Na+].[CH3:12][O:13][CH2:14][CH2:15][O:16][CH2:17]Cl.O>O1CCCC1>[CH3:1][C:2]1([CH3:9])[O:6][CH:5]([CH2:7][O:8][CH2:12][O:13][CH2:14][CH2:15][O:16][CH3:17])[CH2:4][O:3]1 |f:1.2|. Procedure: 7(a) A solution of 9.25 g of (4RS)-2,2-dimethyl 1.3-dioxolane-4-methanol in 100 ml of tetrahydrofuran was added dropwise to a suspension of 3.36 g of sodium hydride (as a 55% w/w dispersion in mineral oil) in 300 ml of tetrahydrofuran at 20° to 24° C. over a period of 30 minutes. At the end of this time. 10.46 g of 2-methoxyethoxymethyl chloride in 50 ml of tetrahydrofuran were added dropwise to the mixture cooled on an ice bath. The reaction mixture was stirred at 0° to 2° C. for 3 hours, and t...